The task is: describe an organic reaction: reactants, conditions, products, and yield. This data is from the Open Reaction Database (ORD), a public repository of structured organic reaction records. The reactants are C(C)(C)(C)OC(=O)N1CC2=CC(=CC=C2C(C1)(C)C)NC(C1=C(C=CC=C1)N)=O (7-(2-amino-benzoylamino)-4,4-dimethyl-3,4-dihydro-1H-isoquinoline-2-carboxylic acid tert-butyl ester), N1=NC=C(C=C1)C=O (pyridazine-4-carbaldehyde), C1(=CC=C(C=C1)S(=O)(=O)O)C (p-toluenesulfonic acid), [BH4-].[Na+] (NaBH4). Run in CO (MeOH), C1(=CC=CC=C1)C (toluene), C(Cl)Cl (CH2Cl2). Conditions: time 1 hour. Product: C(C)(C)(C)OC(=O)N1CC2=CC(=CC=C2C(C1)(C)C)NC(C1=C(C=CC=C1)N=CC1=CN=NC=C1)=O (4,4-dimethyl-7-{2-[(pyridazin-4-ylmethylene)-amino]-benzoylamino}-3,4-dihydro-1H-isoquinoline-2-carboxylic acid tert-butyl ester). RXN SMILES: [C:1]([O:5][C:6]([N:8]1[CH2:17][C:16]([CH3:19])([CH3:18])[C:15]2[C:10](=[CH:11][C:12]([NH:20][C:21](=[O:29])[C:22]3[CH:27]=[CH:26][CH:25]=[CH:24][C:23]=3[NH2:28])=[CH:13][CH:14]=2)[CH2:9]1)=[O:7])([CH3:4])([CH3:3])[CH3:2].[N:30]1[CH:35]=[CH:34][C:33]([CH:36]=O)=[CH:32][N:31]=1.C1(C)C=CC(S(O)(=O)=O)=CC=1.[BH4-].[Na+]>C1(C)C=CC=CC=1.C(Cl)Cl.CO>[C:1]([O:5][C:6]([N:8]1[CH2:17][C:16]([CH3:19])([CH3:18])[C:15]2[C:10](=[CH:11][C:12]([NH:20][C:21](=[O:29])[C:22]3[CH:27]=[CH:26][CH:25]=[CH:24][C:23]=3[N:28]=[CH:36][C:33]3[CH:34]=[CH:35][N:30]=[N:31][CH:32]=3)=[CH:13][CH:14]=2)[CH2:9]1)=[O:7])([CH3:2])([CH3:3])[CH3:4] |f:3.4|. Procedure details: A mixture of 7-(2-amino-benzoylamino)-4,4-dimethyl-3,4-dihydro-1H-isoquinoline-2-carboxylic acid tert-butyl ester (512 mg, 1.3 mmol), pyridazine-4-carbaldehyde (140 mg, 1.3 mmol) and p-toluenesulfonic acid (10 mg) was heated at reflux in toluene (5 mL) for 1 h. The mixture was cooled to RT and diluted with CH2Cl2. NaBH4 (50 mg, 1.3 mmol) was added to the mixture followed by MeOH (2 mL). The mixture was stirred for 1 h. The crude material was purified with flash chromatography (SiO2, 5% MeOH/CH2C...